From a dataset of the Open Reaction Database (ORD), a public repository of structured organic reaction records. describe an organic reaction: reactants, conditions, products, and yield Reactants: ClC1=CC=NC2=CC(=CC=C12)C(F)(F)F (4-chloro-7-trifluoromethylquinoline), NC1=CC=C(C=C1)S(=O)(=O)N1CCN(CC1)C1=C(C=CC=C1)OC (1-[(p-aminophenyl)sulfonyl]-4-(o-methoxyphenyl)piperazine), C(C)(=O)Cl (acetyl chloride). Solvent: C(C)O (ethanol), C(C)O (ethanol). Run at time 5 minute. Yields the product COC1=C(C=CC=C1)N1CCN(CC1)S(=O)(=O)C1=CC=C(C=C1)NC1=CC=NC2=CC(=CC=C12)C(F)(F)F (1-(2-methoxyphenyl)-4-[[4-[[7-(trifluoromethyl)-4-quinolinyl]amino]phenyl]sulfonyl]piperazine). The yield is 59.8%. RXN SMILES: [NH2:1][C:2]1[CH:7]=[CH:6][C:5]([S:8]([N:11]2[CH2:16][CH2:15][N:14]([C:17]3[CH:22]=[CH:21][CH:20]=[CH:19][C:18]=3[O:23][CH3:24])[CH2:13][CH2:12]2)(=[O:10])=[O:9])=[CH:4][CH:3]=1.C(Cl)(=O)C.Cl[C:30]1[C:39]2[C:34](=[CH:35][C:36]([C:40]([F:43])([F:42])[F:41])=[CH:37][CH:38]=2)[N:33]=[CH:32][CH:31]=1>C(O)C>[CH3:24][O:23][C:18]1[CH:19]=[CH:20][CH:21]=[CH:22][C:17]=1[N:14]1[CH2:15][CH2:16][N:11]([S:8]([C:5]2[CH:6]=[CH:7][C:2]([NH:1][C:30]3[C:39]4[C:34](=[CH:35][C:36]([C:40]([F:43])([F:41])[F:42])=[CH:37][CH:38]=4)[N:33]=[CH:32][CH:31]=3)=[CH:3][CH:4]=2)(=[O:9])=[O:10])[CH2:12][CH2:13]1. Procedure: To 1.73 g (0.00498 n) of 1-[(p-aminophenyl)sulfonyl]-4-(o-methoxyphenyl)piperazine in absolute ethanol is added 0.35 ml acetyl chloride in 5 ml ethanol (source of hydrogen chloride). After stirring for 5 minutes, 1.15 g (0.00498 m) of 4-chloro-7-trifluoromethylquinoline is added. The reaction mixture is stirred at reflux for 3 hours and at room temperature overnight. The solvent is then removed in vacuo and the residue is extracted with methylene chloride/aqueous sodium bicarbonate. The organic ...